This data is from the Open Reaction Database (ORD), a public repository of structured organic reaction records. The task is: describe an organic reaction: reactants, conditions, products, and yield The reactants are Nc1ncnn2c(-c3ccc(CBr)cc3)cc(-c3ccc4cn(Cc5ccccc5)nc4c3)c12, C1CCNC1. Yields the product Nc1ncnn2c(-c3ccc(CN4CCCC4)cc3)cc(-c3ccc4cn(Cc5ccccc5)nc4c3)c12. RXN SMILES: [CH2:1]([c:2]1[cH:3][cH:4][cH:5][cH:6][cH:7]1)[n:8]1[n:9][c:10]2[cH:11][c:12](-[c:17]3[cH:18][c:19](-[c:27]4[cH:28][cH:29][c:30]([CH2:33][Br:34])[cH:31][cH:32]4)[n:20]4[n:21][cH:22][n:23][c:24]([NH2:26])[c:25]34)[cH:13][cH:14][c:15]2[cH:16]1.[CH2:35]1[CH2:36][CH2:37][NH:38][CH2:39]1>>[CH2:1]([c:2]1[cH:3][cH:4][cH:5][cH:6][cH:7]1)[n:8]1[n:9][c:10]2[cH:11][c:12](-[c:17]3[cH:18][c:19](-[c:27]4[cH:28][cH:29][c:30]([CH2:33][N:38]5[CH2:37][CH2:36][CH2:35][CH2:39]5)[cH:31][cH:32]4)[n:20]4[n:21][cH:22][n:23][c:24]([NH2:26])[c:25]34)[cH:13][cH:14][c:15]2[cH:16]1. Reactants: CN(C)C=O, CCOC(C)=O, O=[N+]([O-])c1ccc(Cl)nc1, CNc1ccc(F)c(NC(=O)C(F)(F)F)c1. The product is CN(c1ccc(F)c(NC(=O)C(F)(F)F)c1)c1ccc([N+](=O)[O-])cn1. RXN SMILES: [CH3:27][N:28]([CH3:29])[CH:30]=[O:31].[CH3:32][CH2:33][O:34][C:35](=[O:36])[CH3:37].[Cl:1][c:2]1[n:3][cH:4][c:5]([N+:8](=[O:9])[O-:10])[cH:6][cH:7]1.[F:11][C:12]([C:13](=[O:14])[NH:15][c:16]1[c:17]([F:24])[cH:18][cH:19][c:20]([NH:22][CH3:23])[cH:21]1)([F:25])[F:26]>>[c:2]1([N:22]([c:20]2[cH:19][cH:18][c:17]([F:24])[c:16]([NH:15][C:13]([C:12]([F:11])([F:25])[F:26])=[O:14])[cH:21]2)[CH3:23])[n:3][cH:4][c:5]([N+:8](=[O:9])[O-:10])[cH:6][cH:7]1. Starting materials: CC1=CC=C(C#N)C=C1 (4-methyl-benzonitrile), CC(C)(C#N)N=NC(C)(C)C#N (AIBN), BrN1C(CCC1=O)=O (N-bromosuccinimide). The solvent is ClC(Cl)(Cl)Cl (tetrachloromethane). The product is BrCC1=CC=C(C#N)C=C1 (4-Bromomethyl-benzonitrile). As a reaction SMILES: [CH3:1][C:2]1[CH:9]=[CH:8][C:5]([C:6]#[N:7])=[CH:4][CH:3]=1.[Br:10]N1C(=O)CCC1=O.CC(N=NC(C#N)(C)C)(C#N)C>ClC(Cl)(Cl)Cl>[Br:10][CH2:1][C:2]1[CH:9]=[CH:8][C:5]([C:6]#[N:7])=[CH:4][CH:3]=1. Reported procedure: A 1-bromo-4-methyl-benzene of general formula F-1, where B, R1, R2, R3 and R4 are as defined above is reacted with copper cyanide in a polar solvent as dimethylformamide at elevated temperature as for example 150-200° C. to obtain the 4-methyl-benzonitrile of general formula F-2. The 4-methyl-benzonitrile of general formula F-2 is brominated by the treatment with N-bromosuccinimide in refluxing tetrachloromethane in the presence of a radical initiator like AIBN to obtain the 4-Bromomethyl-benzon... The reactants are CN(C)P(=O)(N(C)C)N(C)C, CCO, [I-], CCOC(=O)c1ccc(N)cc1, [Na+], O, ClCCCCCc1ccccc1. Product: CCOC(=O)c1ccc(NCCCCCc2ccccc2)cc1. As a reaction SMILES: [CH3:27][N:28]([P:29]([N:30]([CH3:31])[CH3:32])([N:33]([CH3:34])[CH3:35])=[O:36])[CH3:37].[CH3:38][CH2:39][OH:40].[I-:14].[NH2:1][c:2]1[cH:3][cH:4][c:5]([C:6](=[O:7])[O:8][CH2:9][CH3:10])[cH:11][cH:12]1.[Na+:13].[OH2:41].[c:15]1([CH2:21][CH2:22][CH2:23][CH2:24][CH2:25][Cl:26])[cH:16][cH:17][cH:18][cH:19][cH:20]1>>[NH:1]([c:2]1[cH:3][cH:4][c:5]([C:6](=[O:7])[O:8][CH2:9][CH3:10])[cH:11][cH:12]1)[CH2:25][CH2:24][CH2:23][CH2:22][CH2:21][c:15]1[cH:16][cH:17][cH:18][cH:19][cH:20]1. Reactants: CCOC(=Cc1ccc2c(ccn2Cc2nc(-c3ccccc3OC)oc2C)c1)C(=O)O, CCO, [H][H], [Na+], [OH-]. Product: CCOC(Cc1ccc2c(ccn2Cc2nc(-c3ccccc3OC)oc2C)c1)C(=O)O. Reaction SMILES: [CH2:1]([CH3:2])[O:3][C:4]([C:5](=[O:6])[OH:7])=[CH:8][c:9]1[cH:10][c:11]2[cH:12][cH:13][n:14]([CH2:18][c:19]3[n:20][c:21](-[c:25]4[c:26]([O:31][CH3:32])[cH:27][cH:28][cH:29][cH:30]4)[o:22][c:23]3[CH3:24])[c:15]2[cH:16][cH:17]1.[CH3:37][CH2:38][OH:39].[H:35][H:36].[Na+:34].[OH-:33]>>[CH2:1]([CH3:2])[O:3][CH:4]([C:5](=[O:6])[OH:7])[CH2:8][c:9]1[cH:10][c:11]2[cH:12][cH:13][n:14]([CH2:18][c:19]3[n:20][c:21](-[c:25]4[c:26]([O:31][CH3:32])[cH:27][cH:28][cH:29][cH:30]4)[o:22][c:23]3[CH3:24])[c:15]2[cH:16][cH:17]1.